This data is from the Open Reaction Database (ORD), a public repository of structured organic reaction records. The task is: describe an organic reaction: reactants, conditions, products, and yield The reactants are CCO, O=[N+]([O-])c1ccc(OCC2CC2)cc1C(F)(F)F, [Cl-]. As a reaction SMILES: [CH3:20][CH2:21][OH:22].[CH:2]1([CH2:5][O:6][c:7]2[cH:8][c:9]([C:16]([F:17])([F:18])[F:19])[c:10]([N+:13]([O-:14])=[O:15])[cH:11][cH:12]2)[CH2:3][CH2:4]1.[Cl-:1]>>[CH:2]1([CH2:5][O:6][c:7]2[cH:8][c:9]([C:16]([F:17])([F:18])[F:19])[c:10]([NH2:13])[cH:11][cH:12]2)[CH2:3][CH2:4]1. The product is Nc1ccc(OCC2CC2)cc1C(F)(F)F. Reactants: ClC1=C(C=CC=C1)S[C@@H]1C[C@H]([C@@H](C1)C(=O)O)CN1CCC(CC1)C1=CC=C(C=C1)F ((1R,2R,4R)-4-(2-Chloro-phenylsulfanyl)-2-[4-(4-fluoro-phenyl)-piperidin-1-ylmethyl]-cyclopentanecarboxylic acid), NC1(CC1)C#N (1-amino-cyclopropanecarbonitrile), yellow foam. Product: C(#N)C1(CC1)NC(=O)[C@H]1[C@@H](C[C@H](C1)SC1=C(C=CC=C1)Cl)CN1CCC(CC1)C1=CC=C(C=C1)F ((1R,2R,4R)-4-(2-Chloro-phenylsulfanyl)-2-[4-(4-fluoro-phenyl)-piperidin-1-ylmethyl]-cyclopentanecarboxylic acid (1-cyano-cyclopropyl)-amide). Reaction SMILES: [Cl:1][C:2]1[CH:7]=[CH:6][CH:5]=[CH:4][C:3]=1[S:8][C@H:9]1[CH2:13][C@@H:12]([C:14]([OH:16])=O)[C@H:11]([CH2:17][N:18]2[CH2:23][CH2:22][CH:21]([C:24]3[CH:29]=[CH:28][C:27]([F:30])=[CH:26][CH:25]=3)[CH2:20][CH2:19]2)[CH2:10]1.[NH2:31][C:32]1([C:35]#[N:36])[CH2:34][CH2:33]1>>[C:35]([C:32]1([NH:31][C:14]([C@@H:12]2[CH2:13][C@H:9]([S:8][C:3]3[CH:4]=[CH:5][CH:6]=[CH:7][C:2]=3[Cl:1])[CH2:10][C@H:11]2[CH2:17][N:18]2[CH2:23][CH2:22][CH:21]([C:24]3[CH:25]=[CH:26][C:27]([F:30])=[CH:28][CH:29]=3)[CH2:20][CH2:19]2)=[O:16])[CH2:34][CH2:33]1)#[N:36]. Reported procedure: The title compound was prepared in analogy to example 68 step 11 using (1R,2R,4R)-4-(2-Chloro-phenylsulfanyl)-2-[4-(4-fluoro-phenyl)-piperidin-1-ylmethyl]-cyclopentanecarboxylic acid (example 148 step 5) and 1-amino-cyclopropanecarbonitrile. Light yellow foam (52%). MS (EI): 512.3 (M+H)+. Yield: 13.4%. Reaction SMILES: [OH:1][C:2]1[CH:9]=[CH:8][C:5]([CH:6]=O)=[CH:4][C:3]=1[O:10][CH3:11].[CH3:12][N:13]1[C:17](=[O:18])[CH2:16][NH:15][C:14]1=[O:19]>>[OH:1][C:2]1[CH:9]=[CH:8][C:5]([CH:6]=[C:16]2[NH:15][C:14](=[O:19])[N:13]([CH3:12])[C:17]2=[O:18])=[CH:4][C:3]=1[O:10][CH3:11]. Starting materials: OC1=C(C=C(C=O)C=C1)OC (4-hydroxy-3-methoxybenzaldehyde), CN1C(NCC1=O)=O (3-methyl hydantoin). Reported procedure: Prepared according to the procedure described in Example 93 using 4-hydroxy-3-methoxybenzaldehyde (3.2 g, 21 mmoles) and 3-methyl hydantoin (3.0 g, 21 mmoles). Recrystallization from ethyl acetate gave the pure product (0.7 g), mp 227°-228° C. Yields the product OC1=C(C=C(C=C1)C=C1C(N(C(N1)=O)C)=O)OC (5-[(4-Hydroxy-3-methoxyphenyl)methylene]-3-methyl-2,4-imidazolidinedione). The reactants are step-ii, FC=1C=C(CN2N=C(C(=C2C)C2=CNC3=NC=C(C=C32)C=3C=C(OC2CCN(CC2)C(=O)OC(C)(C)C)C=CC3)C)C=CC1 (tert-butyl 4-(3-(3-(1-(3-fluorobenzyl)-3,5-dimethyl-1H-pyrazol-4-yl)-1H-pyrrolo[2,3-b]pyridin-5-yl)phenoxy)piperidine-1-carboxylate). Solvent: CO (methanol), Cl (HCl). Yields the product FC=1C=C(CN2N=C(C(=C2C)C2=CNC3=NC=C(C=C32)C3=CC(=CC=C3)OC3CCNCC3)C)C=CC1 (3-(1-(3-fluorobenzyl)-3,5-dimethyl-1H-pyrazol-4-yl)-5-(3-(piperidin-4-yloxy)phenyl)-1H-pyrrolo[2,3-b]pyridine). Isolated yield 49.7%. As a reaction SMILES: [F:1][C:2]1[CH:3]=[C:4]([CH:42]=[CH:43][CH:44]=1)[CH2:5][N:6]1[C:10]([CH3:11])=[C:9]([C:12]2[C:20]3[C:15](=[N:16][CH:17]=[C:18]([C:21]4[CH:22]=[C:23]([CH:38]=[CH:39][CH:40]=4)[O:24][CH:25]4[CH2:30][CH2:29][N:28](C(OC(C)(C)C)=O)[CH2:27][CH2:26]4)[CH:19]=3)[NH:14][CH:13]=2)[C:8]([CH3:41])=[N:7]1>Cl.CO>[F:1][C:2]1[CH:3]=[C:4]([CH:42]=[CH:43][CH:44]=1)[CH2:5][N:6]1[C:10]([CH3:11])=[C:9]([C:12]2[C:20]3[C:15](=[N:16][CH:17]=[C:18]([C:21]4[CH:40]=[CH:39][CH:38]=[C:23]([O:24][CH:25]5[CH2:26][CH2:27][NH:28][CH2:29][CH2:30]5)[CH:22]=4)[CH:19]=3)[NH:14][CH:13]=2)[C:8]([CH3:41])=[N:7]1. Procedure details: Using similar reaction conditions as described in step-ii of example-7, tert-butyl 4-(3-(3-(1-(3-fluorobenzyl)-3,5-dimethyl-1H-pyrazol-4-yl)-1H-pyrrolo[2,3-b]pyridin-5-yl)phenoxy)piperidine-1-carboxylate (80 mg, 0.134 mmol) was deprotected in HCl in methanol (5 ml). This afforded 33 mg (40.2% yield) of the titled compound. 1H NMR (CD3OD, 400 MHz): δ 8.75-8.60 (bs, 1H), 8.37 (s, 1H), 7.66 (s, 1H), 7.48-7.44 (t, 1H), 7.42-7.37 (q, 1H), 7.33-7.29 (m, 2H), 7.11-7.04 (m, 3H), 6.93-6.91 (d, 1H), 5.41 ... Starting materials: CC(C)([O-])C.[Na+] (sodium t-butoxide), ClC1=NC2=CC=C(C=C2C(=C1)C)C (2-chloro-4,6-dimethylquinoline), (±)-BINAP, Cl.N[C@@H]1CN(CC1)C(CC1=CC=C(C=C1)OC(F)(F)F)=O ((S)-1-(3-aminopyrrolidin-1-yl)-2-(4-trifluoromethoxyphenyl)ethanone mono hydrochloride), O1CCOCC1 (1,4-dioxane). The reagents and catalysts are C=1C=CC(=CC1)/C=C/C(=O)/C=C/C2=CC=CC=C2.C=1C=CC(=CC1)/C=C/C(=O)/C=C/C2=CC=CC=C2.C=1C=CC(=CC1)/C=C/C(=O)/C=C/C2=CC=CC=C2.[Pd].[Pd] (Pd2(dba)3). The solvent is C(C)(=O)OCC (ethyl acetate), O (water). Reaction conditions: temperature 70 celsius, time 2 hour. The product is CC1=CC(=NC2=CC=C(C=C12)C)N[C@@H]1CN(CC1)C(CC1=CC=C(C=C1)OC(F)(F)F)=O ((S)-1-(3-(4,6-dimethylquinolin-2-ylamino)pyrrolidin-1-yl)-2-(4-trifluoromethoxyphenyl)ethanone). Yield: 64.8%. RXN SMILES: Cl[C:2]1[CH:11]=[C:10]([CH3:12])[C:9]2[C:4](=[CH:5][CH:6]=[C:7]([CH3:13])[CH:8]=2)[N:3]=1.Cl.[NH2:15][C@H:16]1[CH2:20][CH2:19][N:18]([C:21](=[O:34])[CH2:22][C:23]2[CH:28]=[CH:27][C:26]([O:29][C:30]([F:33])([F:32])[F:31])=[CH:25][CH:24]=2)[CH2:17]1.O1CCOCC1.CC(C)([O-])C.[Na+]>C(OCC)(=O)C.O.C1C=CC(/C=C/C(/C=C/C2C=CC=CC=2)=O)=CC=1.C1C=CC(/C=C/C(/C=C/C2C=CC=CC=2)=O)=CC=1.C1C=CC(/C=C/C(/C=C/C2C=CC=CC=2)=O)=CC=1.[Pd].[Pd]>[CH3:12][C:10]1[C:9]2[C:4](=[CH:5][CH:6]=[C:7]([CH3:13])[CH:8]=2)[N:3]=[C:2]([NH:15][C@H:16]2[CH2:20][CH2:19][N:18]([C:21](=[O:34])[CH2:22][C:23]3[CH:24]=[CH:25][C:26]([O:29][C:30]([F:31])([F:32])[F:33])=[CH:27][CH:28]=3)[CH2:17]2)[CH:11]=1 |f:1.2,4.5,8.9.10.11.12|. Procedure: To a mixture of 2-chloro-4,6-dimethylquinoline (0.20 g), Pd2(dba)3 (0.048 g), (±)-BINAP (0.10 g), (S)-1-(3-aminopyrrolidin-1-yl)-2-(4-trifluoromethoxyphenyl)ethanone mono hydrochloride (0.75 g), and 1,4-dioxane (8 mL) was added sodium t-butoxide (0.45 g) under nitrogen atmosphere, and the mixture was stirred at 70° C. for 2 h. The reaction mixture was diluted with ethyl acetate and water, then the interlayer was removed by Celite filtration, and the organic layer was washed with saturated brine.... Starting materials: COC(N[C@H](C(=O)N1CC2(OCCO2)C[C@H]1C=1NC(=CN1)C1=CC=C(C=C1)C1=CC2=CC=C(C=C2C=C1)C1=CN=C(N1)[C@H]1N(CCC1)C([C@@H](C1=CC=CC=C1)NC(=O)OC)=O)C(C)C)=O ((S)-1-((S)-8-(5-(4-(6-(2-((S)-1-((R)-2-(methoxycarbonylamino)-2-phenylacetyl)pyrrolidin-2-yl)-1H-imidazol-5-yl)naphthalen-2-yl)phenyl)-1H-imidazol-2-yl)-1,4-dioxa-7-azaspiro[4.4]nonan-7-yl)-3-methyl-1-oxobutan-2-ylcarbamic acid methyl ester), Cl.Cl.Cl.FC1(C2=CC(=CC=C2C=2C=CC(=CC12)C=1C=CC2=C(NC(=N2)[C@H]2N(CCC2)C([C@H](C2CCOCC2)NC(OC)=O)=O)C1)C1=CN=C(N1)[C@H]1NCCC1)F (methyl (S)-2-((S)-2-(6-(9,9-difluoro-7-(2-((S)-pyrrolidin-2-yl)-1H-imidazol-5-yl)-9H-fluoren-2-yl)-1H-benzo[d]imidazol-2-yl)pyrrolidin-1-yl)-2-oxo-1-(tetrahydro-2H-pyran-4-yl)ethylcarbamate 3HCl salt). Yields the product COC(N[C@H](C(=O)N1[C@@H](CCC1)C1=NC2=C(N1)C=C(C=C2)C2=CC=1C(C3=CC(=CC=C3C1C=C2)C2=CN=C(N2)[C@H]2N(CCC2)C([C@@H](C2=CC=CC=C2)NC(=O)OC)=O)(F)F)C2CCOCC2)=O ((S)-2-((S)-2-(6-(9,9-difluoro-7-(2-((S)-1-((R)-2-(methoxycarbonylamino)-2-phenylacetyl)pyrrolidin-2-yl)-1H-imidazol-5-yl)-9H-fluoren-2-yl)-1H-benzo[d]imidazol-2-yl)pyrrolidin-1-yl)-2-oxo-1-(tetrahydro-2H-pyran-4-yl)ethylcarbamic acid methyl ester). RXN SMILES: COC(=O)N[C@@H](C(C)C)C(N1[C@H](C2NC(C3C=CC(C4C=CC5C(=CC=C(C6NC([C@@H]7CCCN7[C:48](=[O:61])[C@H:49]([NH:56][C:57]([O:59][CH3:60])=[O:58])[C:50]7[CH:55]=[CH:54][CH:53]=[CH:52][CH:51]=7)=NC=6)C=5)C=4)=CC=3)=CN=2)CC2(OCCO2)C1)=O.Cl.Cl.Cl.[F:69][C:70]1([F:121])[C:82]2[CH:81]=[C:80]([C:83]3[CH:84]=[CH:85][C:86]4[N:90]=[C:89]([C@@H:91]5[CH2:95][CH2:94][CH2:93][N:92]5[C:96](=[O:109])[C@@H:97]([NH:104][C:105](=[O:108])[O:106][CH3:107])[CH:98]5[CH2:103][CH2:102][O:101][CH2:100][CH2:99]5)[NH:88][C:87]=4[CH:110]=3)[CH:79]=[CH:78][C:77]=2[C:76]2[C:71]1=[CH:72][C:73]([C:111]1[NH:115][C:114]([C@@H:116]3[CH2:120][CH2:119][CH2:118][NH:117]3)=[N:113][CH:112]=1)=[CH:74][CH:75]=2>>[CH3:107][O:106][C:105](=[O:108])[NH:104][C@@H:97]([CH:98]1[CH2:103][CH2:102][O:101][CH2:100][CH2:99]1)[C:96]([N:92]1[CH2:93][CH2:94][CH2:95][C@H:91]1[C:89]1[NH:88][C:87]2[CH:110]=[C:83]([C:80]3[CH:79]=[CH:78][C:77]4[C:76]5[C:71](=[CH:72][C:73]([C:111]6[NH:115][C:114]([C@@H:116]7[CH2:120][CH2:119][CH2:118][N:117]7[C:48](=[O:61])[C@H:49]([NH:56][C:57]([O:59][CH3:60])=[O:58])[C:50]7[CH:55]=[CH:54][CH:53]=[CH:52][CH:51]=7)=[N:113][CH:112]=6)=[CH:74][CH:75]=5)[C:70]([F:69])([F:121])[C:82]=4[CH:81]=3)[CH:84]=[CH:85][C:86]=2[N:90]=1)=[O:109] |f:1.2.3.4|. Procedure: The title compound was prepared according to the method employed to prepare (S)-1-((S)-8-(5-(4-(6-(2-((S)-1-((R)-2-(methoxycarbonylamino)-2-phenylacetyl)pyrrolidin-2-yl)-1H-imidazol-5-yl)naphthalen-2-yl)phenyl)-1H-imidazol-2-yl)-1,4-dioxa-7-azaspiro[4.4]nonan-7-yl)-3-methyl-1-oxobutan-2-ylcarbamic acid methyl ester, except that methyl (S)-2-((S)-2-(6-(9,9-difluoro-7-(2-((S)-pyrrolidin-2-yl)-1H-imidazol-5-yl)-9H-fluoren-2-yl)-1H-benzo[d]imidazol-2-yl)pyrrolidin-1-yl)-2-oxo-1-(tetrahydro-2H-pyran-... Run at time 18 hour. Reactants: C=O (formalin), Cl.NCC(C(=O)OC)C1=CNC2=CC=CC=C12 (methyl 3-amino-2-(indol-3-yl)propionate hydrochloride), CCOCC (ether). RXN SMILES: [ClH:1].[NH2:2][CH2:3][CH:4]([C:9]1[C:17]2[C:12](=[CH:13][CH:14]=[CH:15][CH:16]=2)[NH:11][CH:10]=1)[C:5]([O:7][CH3:8])=[O:6].C=O.[CH3:20]COCC>CO>[ClH:1].[CH2:20]1[C:10]2[NH:11][C:12]3[C:17](=[CH:16][CH:15]=[CH:14][CH:13]=3)[C:9]=2[CH:4]([C:5]([O:7][CH3:8])=[O:6])[CH2:3][NH:2]1 |f:0.1,5.6|. Product: Cl.C1NCC(C=2C3=CC=CC=C3NC12)C(=O)OC (methyl (4RS)-1,2,3,4-tetrahydro-β-carboline-4-carboxylate hydrochloride). Procedure: 2.04 g of methyl 3-amino-2-(indol-3-yl)propionate hydrochloride are dissolved in 60 ml of methanol. 0.83 g of 35% formalin is added thereto, and the mixture is stirred at room temperature for 18 hours. After the reaction, ether is added to the mixture and crystalline precipitates are collected by filtration and dried, whereby 2.04 g of methyl (4RS)-1,2,3,4-tetrahydro-β-carboline-4-carboxylate hydrochloride are obtained as colorless needles. Yield: 95% The yield is 95.0%. Run in CO (methanol). Reactants: CC(=O)O[BH-](OC(C)=O)OC(C)=O, O=C([O-])O, CNCCc1ccc(Oc2ccc(C(N)=O)cn2)cc1, CC(=O)O, O=Cc1ccccc1, ClCCCl, [Na+], [Na+], C1CCOC1. Product: CN(CCc1ccc(Oc2ccc(C(N)=O)cn2)cc1)Cc1ccccc1. Reaction SMILES: [C:29]([O:30][BH-:31]([O:32][C:33](=[O:34])[CH3:35])[O:36][C:37](=[O:38])[CH3:39])(=[O:40])[CH3:41].[C:47](=[O:48])([OH:49])[O-:50].[CH3:1][NH:2][CH2:3][CH2:4][c:5]1[cH:6][cH:7][c:8]([O:9][c:10]2[n:11][cH:12][c:13]([C:14](=[O:15])[NH2:16])[cH:17][cH:18]2)[cH:19][cH:20]1.[CH3:43][C:44](=[O:45])[OH:46].[CH:21](=[O:22])[c:23]1[cH:24][cH:25][cH:26][cH:27][cH:28]1.[Cl:52][CH2:53][CH2:54][Cl:55].[Na+:42].[Na+:51].[O:56]1[CH2:57][CH2:58][CH2:59][CH2:60]1>>[CH3:1][N:2]([CH2:3][CH2:4][c:5]1[cH:6][cH:7][c:8]([O:9][c:10]2[n:11][cH:12][c:13]([C:14](=[O:15])[NH2:16])[cH:17][cH:18]2)[cH:19][cH:20]1)[CH2:21][c:23]1[cH:24][cH:25][cH:26][cH:27][cH:28]1. The reactants are IC1=C(C(=C(C(=C1NC(COC(C)=O)=O)I)C(=O)NCC(COC(C)=O)OC(C)=O)I)NC(=O)NC1=C(C(=C(C(=C1I)C(=O)NCC(COC(C)=O)OC(C)=O)I)NC(COC(C)=O)=O)I (N,N'-bis[2,4,6-triiodo-3-(2-acetoxyacetamido)-5-(2,3-diacetoxypropylaminocarbonyl)phenyl]urea). Reaction SMILES: [I:1][C:2]1[C:7]([NH:8][C:9](=[O:15])[CH2:10][O:11]C(=O)C)=[C:6]([I:16])[C:5]([C:17]([NH:19][CH2:20][CH:21]([O:27]C(=O)C)[CH2:22][O:23]C(=O)C)=[O:18])=[C:4]([I:31])[C:3]=1[NH:32][C:33]([NH:35][C:36]1[C:41]([I:42])=[C:40]([C:43]([NH:45][CH2:46][CH:47]([O:53]C(=O)C)[CH2:48][O:49]C(=O)C)=[O:44])[C:39]([I:57])=[C:38]([NH:58][C:59](=[O:65])[CH2:60][O:61]C(=O)C)[C:37]=1[I:66])=[O:34]>CO.[OH-].[Na+]>[I:1][C:2]1[C:7]([NH:8][C:9](=[O:15])[CH2:10][OH:11])=[C:6]([I:16])[C:5]([C:17]([NH:19][CH2:20][CH:21]([OH:27])[CH2:22][OH:23])=[O:18])=[C:4]([I:31])[C:3]=1[NH:32][C:33]([NH:35][C:36]1[C:41]([I:42])=[C:40]([C:43]([NH:45][CH2:46][CH:47]([OH:53])[CH2:48][OH:49])=[O:44])[C:39]([I:57])=[C:38]([NH:58][C:59](=[O:65])[CH2:60][OH:61])[C:37]=1[I:66])=[O:34] |f:2.3|. Solvent: CO (methanol), [OH-].[Na+] (NaOH). The product is IC1=C(C(=C(C(=C1NC(CO)=O)I)C(=O)NCC(CO)O)I)NC(=O)NC1=C(C(=C(C(=C1I)C(=O)NCC(CO)O)I)NC(CO)=O)I (N,N'-bis[2,4,6-triiodo-3-(2-hydroxyacetamido)-5-(2,3-dihydroxypropylaminocarbonyl)-phenyl]urea). Conditions: time 15 minute. Procedure: N,N'-bis[2,4,6-triiodo-3-(2-acetoxyacetamido)-5-(2,3-diacetoxypropylaminocarbonyl)phenyl]urea (0.88 g, 0.55 mmol) was dissolved in a mixture of methanol (10 ml) and 2M aqueous NaOH (2.5 ml). After stirring for 15 min at ambient temperature, pH was adjusted to 4 with a strongly acidic ion exchange resin, and, after filtration, evaporated to dryness. The residue was purified by preparative HPLC. Yield: 0.58 g (78%). Reactants: CN(C)P(=O)(N(C)C)N(C)C, N#CC1=C(C#N)C(=O)C(Cl)=C(Cl)C1=O, O=[N+]([O-])c1cc([N+](=O)[O-])c(CCc2c([N+](=O)[O-])cc([N+](=O)[O-])cc2[N+](=O)[O-])c([N+](=O)[O-])c1, O. Yields the product O=[N+]([O-])c1cc([N+](=O)[O-])c(C=Cc2c([N+](=O)[O-])cc([N+](=O)[O-])cc2[N+](=O)[O-])c([N+](=O)[O-])c1. Reaction SMILES: [CH3:47][N:48]([CH3:49])[P:50](=[O:51])([N:52]([CH3:53])[CH3:54])[N:55]([CH3:56])[CH3:57].[Cl:33][C:34]1=[C:45]([Cl:46])[C:43](=[O:44])[C:40]([C:41]#[N:42])=[C:37]([C:38]#[N:39])[C:35]1=[O:36].[N+:1](=[O:2])([O-:3])[c:4]1[c:5]([CH2:16][CH2:17][c:18]2[c:19]([N+:30](=[O:31])[O-:32])[cH:20][c:21]([N+:27](=[O:28])[O-:29])[cH:22][c:23]2[N+:24](=[O:25])[O-:26])[c:6]([N+:13](=[O:14])[O-:15])[cH:7][c:8]([N+:10](=[O:11])[O-:12])[cH:9]1.[OH2:58]>>[N+:1](=[O:2])([O-:3])[c:4]1[c:5]([CH:16]=[CH:17][c:18]2[c:19]([N+:30](=[O:31])[O-:32])[cH:20][c:21]([N+:27](=[O:28])[O-:29])[cH:22][c:23]2[N+:24](=[O:25])[O-:26])[c:6]([N+:13](=[O:14])[O-:15])[cH:7][c:8]([N+:10](=[O:11])[O-:12])[cH:9]1.